From a dataset of the Open Reaction Database (ORD), a public repository of structured organic reaction records. describe an organic reaction: reactants, conditions, products, and yield The reactants are I(=O)(=O)Cl.I(=O)(=O)Cl.I(=O)(=O)Cl.I(=O)(=O)Cl.C(C1=CC=CC=C1)[N+](C)(C)C (benzyltrimethylammonium tetrachloroiodate), C(#N)C=1C=C2C[C@@H](CNC2=CC1)NS(=O)(=O)C1=CC=CC=C1 ((S)—N-(6-Cyano-1,2,3,4-tetrahydro-quinolin-3-yl)-benzenesulfonamide), C(C)(=O)O (acetic acid), C1CCOC1 (THF). The solvent is C(Cl)Cl (CH2Cl2). Reaction conditions: time 30 minute. Yields the product ClC=1C=C(C=C2CC(CNC12)NS(=O)(=O)C1=CC=CC=C1)C#N (N-(8-chloro-6-cyano-1,2,3,4-tetrahydroquinolin-3-yl)-benzene-sulfonamide). Yield: 58.7%. As a reaction SMILES: [C:1]([C:3]1[CH:4]=[C:5]2[C:10](=[CH:11][CH:12]=1)[NH:9][CH2:8][C@@H:7]([NH:13][S:14]([C:17]1[CH:22]=[CH:21][CH:20]=[CH:19][CH:18]=1)(=[O:16])=[O:15])[CH2:6]2)#[N:2].C(O)(=O)C.C1COCC1.I([Cl:35])(=O)=O.I(Cl)(=O)=O.I(Cl)(=O)=O.I(Cl)(=O)=O.C([N+](C)(C)C)C1C=CC=CC=1>C(Cl)Cl>[Cl:35][C:11]1[CH:12]=[C:3]([C:1]#[N:2])[CH:4]=[C:5]2[C:10]=1[NH:9][CH2:8][CH:7]([NH:13][S:14]([C:17]1[CH:22]=[CH:21][CH:20]=[CH:19][CH:18]=1)(=[O:16])=[O:15])[CH2:6]2 |f:3.4.5.6.7|. Reported procedure: To a suspension of racemate 1G (313.4 mg, 1 mmol) in a mixed solvent of acetic acid (3 mL), THF (3 mL) and CH2Cl2 (3 mL) at RT was added benzyltrimethylammonium tetrachloroiodate (419 mg, 1 mmol). After addition, the mixture was stirred at RT for 30 min to become a clear yellow solution which was concentrated in vacuo. The residue was triturated with CH2Cl2 and H2O and the resultant solid filtered and washed with CH2Cl2 and H2O, dried in vacuo to give the title compound as an off-white solid (20... Reactants: CN(C)C(=[N+](C)C)ON1C2=C(C=CC=C2)N=N1.[B-](F)(F)(F)F (TBTU), C=1C=CC2=C(C1)N=NN2O (HOBT), CCN(C(C)C)C(C)C (DIPEA), N1=C(NC2=C1C=CC=C2)C(=O)O (benzimidazolecarboxylic acid), amine, acid, acid. Run in CN(C)C=O (DMF), CN(C)C=O (DMF), CN(C)C=O (DMF), O (water). Run at time 2.5 hour. The product is N1=CC=C(C=C1)OC=1C=C(C=CC1)NC(=O)C1=NC2=C(N1)C=CC=C2 (N-[3-(pyridine-4-yloxy)phenyl]-1H-benzimidazole-2-carboxamide). RXN SMILES: [N:1]1[C:5]2[CH:6]=[CH:7][CH:8]=[CH:9][C:4]=2[NH:3][C:2]=1[C:10]([OH:12])=O.CN([C:16]([O:20]N1N=NC2C=CC=CC1=2)=[N+](C)C)C.[B-](F)(F)(F)F.[CH:35]1[CH:36]=[CH:37][C:38]2[N:43](O)N=N[C:39]=2[CH:40]=1.CC[N:47]([CH:51]([CH3:53])C)[CH:48]([CH3:50])C>CN(C=O)C.O>[N:47]1[CH:48]=[CH:50][C:16]([O:20][C:36]2[CH:37]=[C:38]([NH:43][C:10]([C:2]3[NH:1][C:5]4[CH:6]=[CH:7][CH:8]=[CH:9][C:4]=4[N:3]=3)=[O:12])[CH:39]=[CH:40][CH:35]=2)=[CH:53][CH:51]=1 |f:1.2|. Procedure details: 0.064 mmol of benzimidazolecarboxylic acid 4l was dissolved in DMF together with 0.064 mmol of the amine 5c, a solution of TBTU (0.096 mmol) in DMF, HOBT (0.026 mmol) in DMF and 0.32 mmol of DIPEA were added successively, and the mixture was stirred at room temperature. After 2.5 hours, 0.25 eq. of acid was added, and the mixture was stirred overnight. After further addition of 0.5 eq. of acid, the reaction mixture was diluted with water after 16 hours and extracted a number of times with ethyl ... The reactants are FC=1C=C(C=O)C=CC1C=1SC2=NC(=CC=C2N1)C1(CC1)C1=CC=CC=C1 (3-fluoro-4-(5-(1-phenylcyclopropyl)thiazolo[5,4-b]pyridin-2-yl)benzaldehyde), Cl.NC(C(=O)OC)(C)C (methyl 2-amino-2-methylpropanoate hydrochloride). The product is FC=1C=C(CNC(C(=O)OC)(C)C)C=CC1C=1SC2=NC(=CC=C2N1)C1(CC1)C1=CC=CC=C1 (methyl 2-(3-fluoro-4-(5-(1-phenylcyclopropyl)-thiazolo[5,4-b]pyridin-2-yl)benzylamino)-2-methylpropanoate). As a reaction SMILES: [F:1][C:2]1[CH:3]=[C:4]([CH:7]=[CH:8][C:9]=1[C:10]1[S:11][C:12]2[C:17]([N:18]=1)=[CH:16][CH:15]=[C:14]([C:19]1([C:22]3[CH:27]=[CH:26][CH:25]=[CH:24][CH:23]=3)[CH2:21][CH2:20]1)[N:13]=2)[CH:5]=O.Cl.[NH2:29][C:30]([CH3:36])([CH3:35])[C:31]([O:33][CH3:34])=[O:32]>>[F:1][C:2]1[CH:3]=[C:4]([CH:7]=[CH:8][C:9]=1[C:10]1[S:11][C:12]2[C:17]([N:18]=1)=[CH:16][CH:15]=[C:14]([C:19]1([C:22]3[CH:23]=[CH:24][CH:25]=[CH:26][CH:27]=3)[CH2:20][CH2:21]1)[N:13]=2)[CH2:5][NH:29][C:30]([CH3:36])([CH3:35])[C:31]([O:33][CH3:34])=[O:32] |f:1.2|. Procedure: Reaction of 3-fluoro-4-(5-(1-phenylcyclopropyl)thiazolo[5,4-b]pyridin-2-yl)benzaldehyde (100.3 mg, 0.268 mmol) and methyl 2-amino-2-methylpropanoate hydrochloride (41 mg, 0.268 mmol) according to Reference R and the general procedure for reductive amination to give methyl 2-(3-fluoro-4-(5-(1-phenylcyclopropyl)-thiazolo[5,4-b]pyridin-2-yl)benzylamino)-2-methylpropanoate as a yellow-orange oil. MS (ESI) m/z: Calculated: 475.2; Observed: 476.1 (M++1). The reactants are C1(CC1)COC1=C(C=CC(=C1)OC)C=1C2=C(N=CN1)C(=CN2)C(=O)O (4-(2-cyclopropylmethoxy-4-methoxy-phenyl)-5H-pyrrolo[3,2-d]pyrimidine-7-carboxylic acid), C(C)(C)(C)OC(N[C@@H]1CC[C@@H](CC1)N)=O (cis-(4-amino-cyclohexyl)-carbamic acid tert-butyl ester). Yields the product C(C)(C)(C)OC(N[C@@H]1CC[C@@H](CC1)NC(=O)C1=CNC2=C1N=CN=C2C2=C(C=C(C=C2)OC)OCC2CC2)=O (cis-(4-{[4-(2-Cyclopropylmethoxy-4-methoxy-phenyl)-5H-pyrrolo[3,2-d]pyrimidine-7-carbonyl]-amino}-cyclohexyl)-carbamic acid tert-butyl ester). As a reaction SMILES: [CH:1]1([CH2:4][O:5][C:6]2[CH:11]=[C:10]([O:12][CH3:13])[CH:9]=[CH:8][C:7]=2[C:14]2[C:15]3[NH:22][CH:21]=[C:20]([C:23]([OH:25])=O)[C:16]=3[N:17]=[CH:18][N:19]=2)[CH2:3][CH2:2]1.[C:26]([O:30][C:31](=[O:40])[NH:32][C@H:33]1[CH2:38][CH2:37][C@@H:36]([NH2:39])[CH2:35][CH2:34]1)([CH3:29])([CH3:28])[CH3:27]>>[C:26]([O:30][C:31](=[O:40])[NH:32][C@H:33]1[CH2:34][CH2:35][C@@H:36]([NH:39][C:23]([C:20]2[C:16]3[N:17]=[CH:18][N:19]=[C:14]([C:7]4[CH:8]=[CH:9][C:10]([O:12][CH3:13])=[CH:11][C:6]=4[O:5][CH2:4][CH:1]4[CH2:2][CH2:3]4)[C:15]=3[NH:22][CH:21]=2)=[O:25])[CH2:37][CH2:38]1)([CH3:29])([CH3:27])[CH3:28]. Procedure details: Starting from 4-(2-cyclopropylmethoxy-4-methoxy-phenyl)-5H-pyrrolo[3,2-d]pyrimidine-7-carboxylic acid (example A73) and cis-(4-amino-cyclohexyl)-carbamic acid tert-butyl ester the title compound is obtained as colorless solid. Starting materials: C(#N)C1=C(C=C(C=C1)C(F)(F)F)N=NNC1=C(C=CC(=C1)C(F)(F)F)C#N (1,3-bis(2-cyano-5-trifluoromethylphenyl)triazene), [H-].[Na+] (sodium hydride), ClCC(=O)Cl (α-chloroacetyl chloride). The solvent is CCOCC (ether), CCOCC (ether). Run at time 1 hour. The product is ClCC(=O)N(N=NC1=C(C=CC(=C1)C(F)(F)F)C#N)C1=C(C=CC(=C1)C(F)(F)F)C#N (3-(2-chloroacetyl)-1,3-bis(2-cyano-5-trifluoromethylphenyl)triazene). RXN SMILES: [C:1]([C:3]1[CH:8]=[CH:7][C:6]([C:9]([F:12])([F:11])[F:10])=[CH:5][C:4]=1[N:13]=[N:14][NH:15][C:16]1[CH:21]=[C:20]([C:22]([F:25])([F:24])[F:23])[CH:19]=[CH:18][C:17]=1[C:26]#[N:27])#[N:2].[H-].[Na+].[Cl:30][CH2:31][C:32](Cl)=[O:33]>CCOCC>[Cl:30][CH2:31][C:32]([N:13]([C:4]1[CH:5]=[C:6]([C:9]([F:12])([F:11])[F:10])[CH:7]=[CH:8][C:3]=1[C:1]#[N:2])[N:14]=[N:15][C:16]1[CH:21]=[C:20]([C:22]([F:23])([F:24])[F:25])[CH:19]=[CH:18][C:17]=1[C:26]#[N:27])=[O:33] |f:1.2|. Procedure: A solution of 10.0 g. (0.026 mol.) of 1,3-bis(2-cyano-5-trifluoromethylphenyl)triazene and 1.8 g. (0.037 mol.) of 50% sodium hydride in ether is added to a solution of 3.2 g. (0.028 mol.) of α-chloroacetyl chloride in 25 ml. of ether. The reaction mixture is stirred at 25° for one hour then filtered. The filtrate is concentrated under reduced pressure to give 3-(2-chloroacetyl)-1,3-bis(2-cyano-5-trifluoromethylphenyl)triazene as an oil which crystallizes upon trituration with isopropyl ether, m.... Reactants: [Ce](F)(F)(F)F, C1[C@@H]([C@H]2[C@H](CN1C(OC(C)(C)C)=O)O2)F. The reagents and catalysts are c1ccc(cc1)-c2c3ccccc3cc4ccccc24 (9-Phenylanthracene). Solvent: CCOC(=O)C (EtOAc). Reaction conditions: temperature 25 celsius, time 18 hour. Yields the product CC(C)(C)OC(=O)N1C[C@@H](F)[C@H](O)[C@@H](F)C1. RXN SMILES: [CH3:1][C:2]([O:5][C:6]([N:8]1[CH2:15][C@@H:14]([C@H:12]2[C@@H:10]([F:11])[CH2:9]1)[O:13]2)=[O:7])([CH3:4])[CH3:3]>>[CH3:1][C:2]([O:5][C:6]([N:8]1[CH2:9][C@H:10]([F:11])[C@@H:12]([OH:13])[C@H:14](F)[CH2:15]1)=[O:7])([CH3:4])[CH3:3]. The reactants are OC1(c2ccc(Cl)cc2)CCCNC12CCCCC2, O=S(=O)(O)O. Yields the product Clc1ccc(C2=CCCNC23CCCCC3)cc1. RXN SMILES: [Cl:1][c:2]1[cH:3][cH:4][c:5]([C:8]2([OH:19])[CH2:9][CH2:10][CH2:11][NH:12][C:13]23[CH2:14][CH2:15][CH2:16][CH2:17][CH2:18]3)[cH:6][cH:7]1.[S:20](=[O:21])(=[O:22])([OH:23])[OH:24]>>[Cl:1][c:2]1[cH:3][cH:4][c:5]([C:8]2=[CH:9][CH2:10][CH2:11][NH:12][C:13]23[CH2:14][CH2:15][CH2:16][CH2:17][CH2:18]3)[cH:6][cH:7]1.